From a dataset of the Open Reaction Database (ORD), a public repository of structured organic reaction records. describe an organic reaction: reactants, conditions, products, and yield Reactants: C(C1=CC=CC=C1)C(C(C(=O)O)(CCC1=CC=CC=C1)O)C(=O)O (3-benzyl-2-hydroxy-2-phenethylsuccinic acid), C(C)(=O)OC(C)=O (acetic anhydride). Run in CCCCCC.C(C)(=O)OCC (hexane ethyl acetate). Conditions: temperature 115 celsius, time 3 hour. Product: C(C1=CC=CC=C1)/C=1/C(=O)OC(\C1\CCC1=CC=CC=C1)=O (2-Benzyl-3-phenethylmaleic anhydride). The yield is 81.0%. RXN SMILES: [CH2:1]([CH:8]([C:22]([OH:24])=[O:23])[C:9](O)([CH2:13][CH2:14][C:15]1[CH:20]=[CH:19][CH:18]=[CH:17][CH:16]=1)[C:10]([OH:12])=O)[C:2]1[CH:7]=[CH:6][CH:5]=[CH:4][CH:3]=1.C(OC(=O)C)(=O)C>CCCCCC.C(OCC)(=O)C>[CH2:1]([C:8]1[C:22]([O:24][C:10](=[O:12])[C:9]=1[CH2:13][CH2:14][C:15]1[CH:16]=[CH:17][CH:18]=[CH:19][CH:20]=1)=[O:23])[C:2]1[CH:3]=[CH:4][CH:5]=[CH:6][CH:7]=1 |f:2.3|. Procedure details: To the crude 3-benzyl-2-hydroxy-2-phenethylsuccinic acid obtained was added acetic anhydride (2.5 mL), and the mixture was stirred at 115° C. for 3 h. The acetic anhydride was evaporated under reduced pressure, and the residue thus obtained was subjected to silica gel column chromatography (hexane-ethyl acetate 10:1) to give 180 mg of the title compound as a solid (2 step yield: 81%). Reactants: CC(=O)O, CN1CCOCC1, Cl, COc1ccccc1Oc1c(NS(=O)(=O)c2ccc(C)cn2)nc(-c2ccnc(CN)c2)nc1OC, CN(C)C=O. The product is COc1ccccc1Oc1c(NS(=O)(=O)c2ccc(C)cn2)nc(-c2ccnc(CNC(C)=O)c2)nc1OC. RXN SMILES: [CH3:1][C:2]([OH:3])=[O:4].[CH3:5][N:6]1[CH2:7][CH2:8][O:9][CH2:10][CH2:11]1.[ClH:12].[NH2:13][CH2:14][c:15]1[n:16][cH:17][cH:18][c:19](-[c:21]2[n:22][c:23]([O:47][CH3:48])[c:24]([O:38][c:39]3[c:40]([O:45][CH3:46])[cH:41][cH:42][cH:43][cH:44]3)[c:25]([NH:27][S:28](=[O:29])(=[O:30])[c:31]3[n:32][cH:33][c:34]([CH3:37])[cH:35][cH:36]3)[n:26]2)[cH:20]1.[O:49]=[CH:50][N:51]([CH3:52])[CH3:53]>>[CH3:1][C:2](=[O:4])[NH:13][CH2:14][c:15]1[n:16][cH:17][cH:18][c:19](-[c:21]2[n:22][c:23]([O:47][CH3:48])[c:24]([O:38][c:39]3[c:40]([O:45][CH3:46])[cH:41][cH:42][cH:43][cH:44]3)[c:25]([NH:27][S:28](=[O:29])(=[O:30])[c:31]3[n:32][cH:33][c:34]([CH3:37])[cH:35][cH:36]3)[n:26]2)[cH:20]1.